Task: describe an organic reaction: reactants, conditions, products, and yield. Dataset: the Open Reaction Database (ORD), a public repository of structured organic reaction records Starting materials: COC(=O)C=1C=C2C(=CNC2=CC1)C(C)=O (methyl-3-acetylindole-5-carboxylate), C(CO)O (ethylene glycol), [OH-].[K+] (potassium hydroxide). The solvent is O1CCCC1 (tetrahydrofurane). Yields the product C(C)(=O)C1=CNC2=CC=C(C=C12)C(=O)O (3-Acetylindole-5-carboxylic acid). Reaction SMILES: C[O:2][C:3]([C:5]1[CH:6]=[C:7]2[C:11](=[CH:12][CH:13]=1)[NH:10][CH:9]=[C:8]2[C:14](=[O:16])[CH3:15])=[O:4].C(O)CO.[OH-].[K+]>O1CCCC1>[C:14]([C:8]1[C:7]2[C:11](=[CH:12][CH:13]=[C:5]([C:3]([OH:4])=[O:2])[CH:6]=2)[NH:10][CH:9]=1)(=[O:16])[CH3:15] |f:2.3|. Procedure: 0.686 g (3.16 mmol) methyl-3-acetylindole-5-carboxylate are dissolved under heat in 10 ml tetrahydrofurane and 10 ml ethylene glycol and mixed with 7.08 g (0.13 mol) potassium hydroxide. Having stirred under reflux for 30 minutes, the reaction mixture is cooled to room temperature. The tetrahydrofurane is removed on the rotary evaporator and the solution is acidified under ice cooling with 20 ml 6N hydrochloric acid. The precipitated light violet precipitate is sucked off and dried. The reactants are ClC1=NC=C(C(=N1)C(F)(F)F)C(=O)OC (Methyl 2-chloro-4-(trifluoromethyl)pyrimidine-5-carboxylate), C[O-].[Na+] (sodium methoxide). Run in CO (MeOH). Reaction conditions: temperature 110 celsius, time 2 hour. Product: COC1=NC=C(C(=N1)C(F)(F)F)C(=O)OC (Methyl 2-methoxy-4-(trifluoromethyl)pyrimidine-5-carboxylate). RXN SMILES: Cl[C:2]1[N:7]=[C:6]([C:8]([F:11])([F:10])[F:9])[C:5]([C:12]([O:14][CH3:15])=[O:13])=[CH:4][N:3]=1.[CH3:16][O-:17].[Na+]>CO>[CH3:16][O:17][C:2]1[N:7]=[C:6]([C:8]([F:11])([F:10])[F:9])[C:5]([C:12]([O:14][CH3:15])=[O:13])=[CH:4][N:3]=1 |f:1.2|. Procedure details: Methyl 2-chloro-4-(trifluoromethyl)pyrimidine-5-carboxylate (1128 mg) was dissolved in MeOH (23 ml) before addition of sodium methoxide (380 mg), the reaction mixture was stirred for 2 hours in a sealed tube at 110° C. The solvent was evaporated, the product dissolved in ethyl acetate and washed with water, the organics were dried over Na2SO4, and concentrated in vacuo to afford title compound as a colourless oil. MS (ISP) 237.0 ([M+H]+) The reactants are BrCC1CCCCCC1 (1-(bromomethyl)cycloheptane), S(=O)([O-])[O-].[Na+].[Na+] (sodium sulfite). The product is C1(CCCCCC1)CS(=O)(=O)[O-].[Na+] (sodium cycloheptylmethanesulfonate). RXN SMILES: Br[CH2:2][CH:3]1[CH2:9][CH2:8][CH2:7][CH2:6][CH2:5][CH2:4]1.[S:10]([O-:13])([O-:12])=[O:11].[Na+:14].[Na+]>>[CH:3]1([CH2:2][S:10]([O-:13])(=[O:12])=[O:11])[CH2:9][CH2:8][CH2:7][CH2:6][CH2:5][CH2:4]1.[Na+:14] |f:1.2.3,4.5|. Reported procedure: The subtitle compound was prepared by the method of Preparation 61 from 1-(bromomethyl)cycloheptane [Preparation 66] and sodium sulfite. The crude product was purified by recrystallisation from water to afford sodium cycloheptylmethanesulfonate as a white solid.